From a dataset of the Open Reaction Database (ORD), a public repository of structured organic reaction records. describe an organic reaction: reactants, conditions, products, and yield Starting materials: CC(C)(C)OC(=O)NCc1c(NS(=O)(=O)c2cc(Cl)cc(Cl)c2O)cccc1N1CCCCC1, ClCCl, O=C(O)C(F)(F)F. Product: NCc1c(NS(=O)(=O)c2cc(Cl)cc(Cl)c2O)cccc1N1CCCCC1. Reaction SMILES: [Cl:1][c:2]1[c:3]([OH:34])[c:4]([S:9](=[O:10])(=[O:11])[NH:12][c:13]2[c:14]([CH2:15][NH:16][C:17](=[O:18])[O:19][C:20]([CH3:21])([CH3:22])[CH3:23])[c:24]([N:28]3[CH2:29][CH2:30][CH2:31][CH2:32][CH2:33]3)[cH:25][cH:26][cH:27]2)[cH:5][c:6]([Cl:8])[cH:7]1.[Cl:42][CH2:43][Cl:44].[F:35][C:36]([F:37])([F:38])[C:39]([OH:40])=[O:41]>>[Cl:1][c:2]1[c:3]([OH:34])[c:4]([S:9](=[O:10])(=[O:11])[NH:12][c:13]2[c:14]([CH2:15][NH2:16])[c:24]([N:28]3[CH2:29][CH2:30][CH2:31][CH2:32][CH2:33]3)[cH:25][cH:26][cH:27]2)[cH:5][c:6]([Cl:8])[cH:7]1. Reactants: CC(C)(C)Oc1nccnc1C=O, CC(=O)O[BH-](OC(C)=O)OC(C)=O, ClCCl, Cl, O=C(Cc1ccccc1F)C1CCNCC1, [Na+], [Na+], [OH-]. The product is CC(C)(C)Oc1nccnc1CN1CCC(C(=O)Cc2ccccc2F)CC1. RXN SMILES: [C:18]([CH3:19])([CH3:20])([CH3:21])[O:22][c:23]1[c:24]([CH:29]=[O:30])[n:25][cH:26][cH:27][n:28]1.[C:31]([O:32][BH-:33]([O:34][C:35](=[O:36])[CH3:37])[O:38][C:39](=[O:40])[CH3:41])(=[O:42])[CH3:43].[Cl:47][CH2:48][Cl:49].[ClH:1].[F:2][c:3]1[c:4]([CH2:9][C:10](=[O:11])[CH:12]2[CH2:13][CH2:14][NH:15][CH2:16][CH2:17]2)[cH:5][cH:6][cH:7][cH:8]1.[Na+:44].[Na+:46].[OH-:45]>>[F:2][c:3]1[c:4]([CH2:9][C:10](=[O:11])[CH:12]2[CH2:13][CH2:14][N:15]([CH2:29][c:24]3[c:23]([O:22][C:18]([CH3:19])([CH3:20])[CH3:21])[n:28][cH:27][cH:26][n:25]3)[CH2:16][CH2:17]2)[cH:5][cH:6][cH:7][cH:8]1. Reactants: C(C=C)OC(=O)N1C(CC(C1)(C#C[Si](C)(C)C)O)C(=O)OC (1-allyloxycarbonyl-4-hydroxy-2-methoxycarbonyl-4-trimethylsilylethynylpyrrolidine), P(Br)(Br)Br (phosphorus tribromide), O.C(C)(=O)OCC (water ethyl acetate). Run in C1(=CC=CC=C1)C (toluene). Reaction conditions: time 1 day. Product: C(C=C)OC(=O)N1C(C=C(C1)C#C[Si](C)(C)C)C(=O)OC (1-allyloxycarbonyl-2-methoxycarbonyl-4-trimethylsilylethynyl-3-pyrroline). Yield: 45.4%. As a reaction SMILES: [CH2:1]([O:4][C:5]([N:7]1[CH2:11][C:10](O)([C:12]#[C:13][Si:14]([CH3:17])([CH3:16])[CH3:15])[CH2:9][CH:8]1[C:19]([O:21][CH3:22])=[O:20])=[O:6])[CH:2]=[CH2:3].P(Br)(Br)Br.O.C(OCC)(=O)C>C1(C)C=CC=CC=1>[CH2:1]([O:4][C:5]([N:7]1[CH2:11][C:10]([C:12]#[C:13][Si:14]([CH3:17])([CH3:16])[CH3:15])=[CH:9][CH:8]1[C:19]([O:21][CH3:22])=[O:20])=[O:6])[CH:2]=[CH2:3] |f:2.3|. Reported procedure: To a solution of 1-allyloxycarbonyl-4-hydroxy-2-methoxycarbonyl-4-trimethylsilylethynylpyrrolidine (7.0 g) in toluene (70 ml) was slowly added phosphorus tribromide (2.25 ml) at room temperature and the mixture was stirred at room temperature for one day. The reaction mixture was then poured into iced water-ethyl acetate. The aqueous layer was then separated and extracted with ethyl acetate twice. The organic layers were combined, washed with saturated aqueous sodium hydrogen carbonate solution ... Reactants: O1C(CCCC1)O[C@H]1C[C@@H]2CC[C@H]3[C@@H]4CC[C@H](C(C)=O)[C@]4(CC([C@@H]3[C@]2(CC1)C)=O)C (3α-(Tetrahydropyran-2ξ- yloxy)-5α-pregnane-11,20-dione), C(OCC)(OCC)=O (diethyl carbonate), [OH-].[Na+] (sodium hydroxide). The reagents and catalysts are C(C)O (ethanol). Product: C(C)OC(=O)CC([C@H]1CC[C@H]2[C@@H]3CC[C@H]4C[C@@H](CC[C@]4(C)[C@H]3C(C[C@]12C)=O)O)=O (21-Ethoxycarbonyl-3α-hydroxy-5α-pregnane-11,20-dione). Reaction SMILES: O1CCCCC1[O:7][C@@H:8]1[CH2:27][CH2:26][C@@:25]2([CH3:28])[C@@H:10]([CH2:11][CH2:12][C@@H:13]3[C@@H:24]2[C:23](=[O:29])[CH2:22][C@@:21]2([CH3:30])[C@H:14]3[CH2:15][CH2:16][C@@H:17]2[C:18](=[O:20])[CH3:19])[CH2:9]1.[C:31](=[O:38])([O:35][CH2:36][CH3:37])OCC.[OH-].[Na+]>C(O)C>[CH2:36]([O:35][C:31]([CH2:19][C:18](=[O:20])[C@@H:17]1[C@:21]2([CH3:30])[C@H:14]([C@H:13]3[C@H:24]([C:23](=[O:29])[CH2:22]2)[C@:25]2([CH3:28])[C@H:10]([CH2:9][C@H:8]([OH:7])[CH2:27][CH2:26]2)[CH2:11][CH2:12]3)[CH2:15][CH2:16]1)=[O:38])[CH3:37] |f:2.3|. Reported procedure: 3α-(Tetrahydropyran-2ξ- yloxy)-5α-pregnane-11,20-dione (0.9 g) in boiling diethyl carbonate (12 ml) under nitrogen was treated with 1 drop of ethanol and then sodium hydroxide (0.17 g). The mixture was refluxed for 20 minutes, then cooled and the excess sodium hydride was destroyed with ethanol. The reaction mixture was partitioned between water and ether. The organic layer was washed with water, dried (MgSO4) and evaporated. The residue (1.0 g) was purified by preparative t.l.c. to give the est... Starting materials: CCOC(=O)C1(F)C2CC(O)C(N=[N+]=[N-])(C(=O)OCC)C21, ClCCl, O=S(=O)(OS(=O)(=O)C(F)(F)F)C(F)(F)F, c1ccncc1. RXN SMILES: [CH2:22]([CH3:23])[O:24][C:25](=[O:26])[C:27]1([N:40]=[N+:41]=[N-:42])[CH:28]2[C:29]([C:34](=[O:35])[O:36][CH2:37][CH3:38])([F:39])[CH:30]2[CH2:31][CH:32]1[OH:33].[Cl:43][CH2:44][Cl:45].[F:7][C:8]([F:9])([F:10])[S:11]([O:12][S:13](=[O:14])(=[O:15])[C:16]([F:17])([F:18])[F:19])(=[O:20])=[O:21].[cH:1]1[cH:2][cH:3][n:4][cH:5][cH:6]1>>[O:12]([S:13](=[O:14])(=[O:15])[C:16]([F:17])([F:18])[F:19])[CH:32]1[C:27]([C:25]([O:24][CH2:22][CH3:23])=[O:26])([N:40]=[N+:41]=[N-:42])[CH:28]2[C:29]([C:34](=[O:35])[O:36][CH2:37][CH3:38])([F:39])[CH:30]2[CH2:31]1. Yields the product CCOC(=O)C1(F)C2CC(OS(=O)(=O)C(F)(F)F)C(N=[N+]=[N-])(C(=O)OCC)C21. Starting materials: C(C)(C)(C)OC(C(=O)OCC)C1=C(SC(=C1B1OC(C(O1)(C)C)(C)C)C)C (ethyl 2-(tert-butoxy)-2-[2,5-dimethyl-4-(tetramethyl-1,3,2-dioxaborolan-2-yl)thiophen-3-yl]acetate), FC(S(=O)(=O)OC1=CCC(CC1)C(F)(F)F)(F)F (4-(trifluoromethyl)cyclohex-1-en-1-yl trifluoromethanesulfonate), C(C)(C)(C)OC(C(=O)[O-])C1=C(SC(=C1C1=CCC(CC1)C(F)(F)F)C)C (2-(tert-butoxy)-2-{2,5-dimethyl-4-[4-(trifluoromethyl)cyclohex-1-en-1-yl]thiophen-3-yl}acetate). Yields the product C(C)(C)(C)OC(C(=O)OCC)C1=C(SC(=C1C1=CCC(CC1)C(F)(F)F)C)C (ethyl 2-(tert-butoxy)-2-{2,5-dimethyl-4-[4-(trifluoromethyl)cyclohex-1-en-1-yl]thiophen-3-yl}acetate). As a reaction SMILES: [C:1]([O:5][CH:6]([C:12]1[C:16](B2OC(C)(C)C(C)(C)O2)=[C:15]([CH3:26])[S:14][C:13]=1[CH3:27])[C:7]([O:9][CH2:10][CH3:11])=[O:8])([CH3:4])([CH3:3])[CH3:2].FC(F)(F)S(O[C:34]1[CH2:39][CH2:38][CH:37]([C:40]([F:43])([F:42])[F:41])[CH2:36][CH:35]=1)(=O)=O.C(OC(C1C(C2CCC(C(F)(F)F)CC=2)=C(C)SC=1C)C([O-])=O)(C)(C)C>>[C:1]([O:5][CH:6]([C:12]1[C:16]([C:34]2[CH2:39][CH2:38][CH:37]([C:40]([F:43])([F:42])[F:41])[CH2:36][CH:35]=2)=[C:15]([CH3:26])[S:14][C:13]=1[CH3:27])[C:7]([O:9][CH2:10][CH3:11])=[O:8])([CH3:2])([CH3:3])[CH3:4]. Reported procedure: Using the procedure described in example 29, step 2, ethyl 2-(tert-butoxy)-2-[2,5-dimethyl-4-(tetramethyl-1,3,2-dioxaborolan-2-yl)thiophen-3-yl]acetate (28f) (60 mg, 0,148 mmol) is converted, by reaction with 4-(trifluoromethyl)cyclohex-1-en-1-yl trifluoromethanesulfonate (41a) and after purification by preparative TLC (cyclohexane/ethyl acetate 90/10), to 2-(tert-butoxy)-2-{2,5-dimethyl-4-[4-(trifluoromethyl)cyclohex-1-en-1-yl]thiophen-3-yl}acetate (41b) (31 mg, 0.07 mmol, 50%).